The task is: describe an organic reaction: reactants, conditions, products, and yield. This data is from the Open Reaction Database (ORD), a public repository of structured organic reaction records. RXN SMILES: [N:1]([CH:4]1[N:10]=[C:9]([C:11]2[C:12]([O:19][CH3:20])=[N:13][C:14]([O:17][CH3:18])=[N:15][CH:16]=2)[C:8]2[CH:21]=[C:22]([Cl:25])[CH:23]=[CH:24][C:7]=2[N:6]([CH3:26])[C:5]1=[O:27])=[N+]=[N-].C1C=CC(P(C2C=CC=CC=2)C2C=CC=CC=2)=CC=1>>[NH2:1][CH:4]1[N:10]=[C:9]([C:11]2[C:12]([O:19][CH3:20])=[N:13][C:14]([O:17][CH3:18])=[N:15][CH:16]=2)[C:8]2[CH:21]=[C:22]([Cl:25])[CH:23]=[CH:24][C:7]=2[N:6]([CH3:26])[C:5]1=[O:27]. The product is NC1C(N(C2=C(C(=N1)C=1C(=NC(=NC1)OC)OC)C=C(C=C2)Cl)C)=O (3-Amino-7-chloro-5-(2,4-dimethoxy-5-pyrimidinyl)-1,3-dihydro-1-methyl-2H-1,4-benzodiazepin-2-one). Reactants: N(=[N+]=[N-])C1C(N(C2=C(C(=N1)C=1C(=NC(=NC1)OC)OC)C=C(C=C2)Cl)C)=O (3-azido-7-chloro-5-(2,4-dimethoxy-5-pyrimidinyl)-1,3-dihydro-1-methyl-2H-1,4-benzodiazepin-2-one), C1=CC=C(C=C1)P(C2=CC=CC=C2)C3=CC=CC=C3 (PPh3). Procedure details: As illustrated in the scheme above and following General Procedure 7, 3-azido-7-chloro-5-(2,4-dimethoxy-5-pyrimidinyl)-1,3-dihydro-1-methyl-2H-1,4-benzodiazepin-2-one (1.22 g, 3.15 mmol) and PS—PPh3 (23.0 g of 1.37 mmol/g, 31.5 mmol) were combined. After workup and purification by “catch and release,” the title compound was obtained as a brown solid (1.15 g, quantitative). 1H-NM (CDCl3): δ 8.56 (s, 1H), 7.50 (dd, J=2.4 Hz, J=8.9 Hz, 1H), 7.30 (d, J=8.8 Hz, 1H), 7.15 (d, J=2.5 Hz, 1H), 4.46 (s, 1...